From a dataset of the Open Reaction Database (ORD), a public repository of structured organic reaction records. describe an organic reaction: reactants, conditions, products, and yield The reactants are O=C([O-])O, COc1ccc(-c2nc(COc3cccc([N+](=O)[O-])c3)c(C)o2)cc1, CCO, [Cl-], [Na+], O, O, O. Yields the product COc1ccc(-c2nc(COc3cccc(N)c3)c(C)o2)cc1. Reaction SMILES: [C:30](=[O:31])([OH:32])[O-:33].[CH3:1][O:2][c:3]1[cH:4][cH:5][c:6](-[c:9]2[o:10][c:11]([CH3:25])[c:12]([CH2:14][O:15][c:16]3[cH:17][c:18]([N+:22]([O-:23])=[O:24])[cH:19][cH:20][cH:21]3)[n:13]2)[cH:7][cH:8]1.[CH3:35][CH2:36][OH:37].[Cl-:28].[Na+:34].[OH2:26].[OH2:27].[OH2:29]>>[CH3:1][O:2][c:3]1[cH:4][cH:5][c:6](-[c:9]2[o:10][c:11]([CH3:25])[c:12]([CH2:14][O:15][c:16]3[cH:17][c:18]([NH2:22])[cH:19][cH:20][cH:21]3)[n:13]2)[cH:7][cH:8]1. The reactants are CS(C)=O, CCN(C(C)C)C(C)C, O=C(Cl)C(=O)Cl, ClCCl, OCc1ccc(-c2noc(-c3cnn(-c4ccccn4)c3C(F)(F)F)n2)cc1. Product: O=Cc1ccc(-c2noc(-c3cnn(-c4ccccn4)c3C(F)(F)F)n2)cc1. Reaction SMILES: [CH3:7][S:8]([CH3:9])=[O:10].[CH:39]([N:40]([CH2:41][CH3:42])[CH:43]([CH3:44])[CH3:45])([CH3:46])[CH3:47].[Cl:1][C:2]([C:3]([Cl:4])=[O:5])=[O:6].[Cl:48][CH2:49][Cl:50].[n:11]1[c:12](-[n:17]2[n:18][cH:19][c:20](-[c:26]3[n:27][c:28](-[c:31]4[cH:32][cH:33][c:34]([CH2:37][OH:38])[cH:35][cH:36]4)[n:29][o:30]3)[c:21]2[C:22]([F:23])([F:24])[F:25])[cH:13][cH:14][cH:15][cH:16]1>>[n:11]1[c:12](-[n:17]2[n:18][cH:19][c:20](-[c:26]3[n:27][c:28](-[c:31]4[cH:32][cH:33][c:34]([CH:37]=[O:38])[cH:35][cH:36]4)[n:29][o:30]3)[c:21]2[C:22]([F:23])([F:24])[F:25])[cH:13][cH:14][cH:15][cH:16]1. Reactants: [BH4-].[Na+] (sodium borohydride), CCN(C(C)C)C(C)C (DIPEA), C(CCC)OC1=CC=C(C=O)C=C1 (4-n-butoxybenzaldehyde), Cl.N[C@H](C(=O)N1CCN(CC1)CC1=CC=CC=C1)CC1=CC=CC=C1 (2-Amino-1-(4-benzyl-piperazin-1-yl)-(S)-3-phenyl-propan-1-one hydrochloride). Solvent: CO (MeOH), O (Water). Conditions: time 15 minute. The product is C(C1=CC=CC=C1)N1CCN(CC1)C([C@H](CC1=CC=CC=C1)NCC1=CC=C(C=C1)OCCCC)=O (1-(4-benzyl-piperazin-1-yl)-2-(4-butoxy-benzylamino)-(S)-3-phenyl-propan-1-one). Yield: 67.2%. Reaction SMILES: Cl.[NH2:2][C@@H:3]([CH2:19][C:20]1[CH:25]=[CH:24][CH:23]=[CH:22][CH:21]=1)[C:4]([N:6]1[CH2:11][CH2:10][N:9]([CH2:12][C:13]2[CH:18]=[CH:17][CH:16]=[CH:15][CH:14]=2)[CH2:8][CH2:7]1)=[O:5].CCN(C(C)C)C(C)C.[CH2:35]([O:39][C:40]1[CH:47]=[CH:46][C:43]([CH:44]=O)=[CH:42][CH:41]=1)[CH2:36][CH2:37][CH3:38].[BH4-].[Na+]>CO.O>[CH2:12]([N:9]1[CH2:10][CH2:11][N:6]([C:4](=[O:5])[C@@H:3]([NH:2][CH2:44][C:43]2[CH:46]=[CH:47][C:40]([O:39][CH2:35][CH2:36][CH2:37][CH3:38])=[CH:41][CH:42]=2)[CH2:19][C:20]2[CH:25]=[CH:24][CH:23]=[CH:22][CH:21]=2)[CH2:7][CH2:8]1)[C:13]1[CH:18]=[CH:17][CH:16]=[CH:15][CH:14]=1 |f:0.1,4.5|. Procedure: 2-Amino-1-(4-benzyl-piperazin-1-yl)-(S)-3-phenyl-propan-1-one hydrochloride (500 mg, 1.26 mmol) were dissolved in MeOH (5 mL), DIPEA (359 mg, 2.77 mmol) and 4-n-butoxybenzaldehyde (226 mg, 1.26 mmol) was added and the mixture was heated to reflux for 2 h, cooled again to rt followed by slow addition of sodium borohydride (48 mg, 1.26 mmol) in portions. Stirring was continued for 15 min. Water (1 mL) was added and the solvents were removed under reduced pressure. The residue was taken up in dieth... Starting materials: C(#N)CC=1N(C=CN1)C(C1=CC=CC=C1)(C1=CC=CC=C1)C1=CC=CC=C1 (2-Cyanomethyl-1-tritylimidazole), FC(C(=O)O)(F)F (trifluoroacetic acid), C(C)O (ethanol). Reaction conditions: time 3 hour. The product is FC(C(=O)O)(F)F.C(#N)CC=1NC=CN1 (2-cyanomethylimidazole trifluoroacetate). Reaction SMILES: [C:1]([CH2:3][C:4]1[N:5](C(C2C=CC=CC=2)(C2C=CC=CC=2)C2C=CC=CC=2)[CH:6]=[CH:7][N:8]=1)#[N:2].C(O)C.[F:31][C:32]([F:37])([F:36])[C:33]([OH:35])=[O:34]>>[F:31][C:32]([F:37])([F:36])[C:33]([OH:35])=[O:34].[C:1]([CH2:3][C:4]1[NH:5][CH:6]=[CH:7][N:8]=1)#[N:2] |f:3.4|. Procedure: 2-Cyanomethyl-1-tritylimidazole (25 g) was dissolved in trifluoroacetic acid (70 ml). After stirring for 3 hours, to the reaction mixture was added ethanol (70 ml) and the solvent was removed in vacuo. Resulting solid was collected and washed with diisopropyl ether to give 2-cyanomethylimidazole trifluoroacetate (12.67 g). Reactants: C1(CC(CCC1)C(=O)O)C(=O)O (1,3-Cyclohexanedicarboxylic acid), C(C)(=O)OC(C)=O (acetic anhydride). Reaction conditions: temperature 200 celsius. Yields the product [C@@H]12C[C@@H](CCC1)C(=O)OC2=O (cis-1,3-Cyclohexanedicarboxylic Anhydride). The yield is 93.6%. As a reaction SMILES: [CH:1]1([C:10]([OH:12])=[O:11])[CH2:6][CH2:5][CH2:4][CH:3]([C:7]([OH:9])=O)[CH2:2]1.C(OC(=O)C)(=O)C>>[C@H:3]12[C:7](=[O:9])[O:12][C:10](=[O:11])[C@H:1]([CH2:6][CH2:5][CH2:4]1)[CH2:2]2. Procedure: 1,3-Cyclohexanedicarboxylic acid (mixture of cis and trans; 20 g; 0.116 mol) was slurried in acetic anhydride (80 mL; 0.85 mol; 7.3 equiv). The resulting mixture was heated to reflux (at which point it was homogeneous) for 5 h. A distillation head was added and the volatiles were removed by increasing the pot temperature to 200° C. Once no more distillate was collected the residue was cooled to ambient temperature to afford a solid mass. The crude product was recrystallized from hot toluene (40 ... Reactants: ( 2 ), C(C)(C)(C)NC1=NC=CC=2C(=CC=CC12)C(=O)NC1=C(C=CC(=C1)C(NC1=CC(=CC=C1)C(F)(F)F)=O)C (1-(t-butylamino)-N-(2-methyl-5-((3-(trifluoromethyl)phenyl)carbamoyl)phenyl)isoquinoline-5-carboxamide), NC1=NC(=CC(=C1)C)C (2-amino-4,6-dimethylpyridine). The product is NC1=NC=CC=2C(=CC=CC12)C(=O)NC1=C(C=CC(=C1)C(NC1=NC(=CC(=C1)C)C)=O)C (1-amino-N-(5-((4,6-dimethylpyridin-2-yl)carbamoyl)-2-methylphenyl)isoquinoline-5-carboxamide). Yield: 8.0%. Reaction SMILES: C([NH:5][C:6]1[C:15]2[CH:14]=[CH:13][CH:12]=[C:11]([C:16]([NH:18][C:19]3[CH:24]=[C:23]([C:25](=[O:37])[NH:26][C:27]4[CH:32]=[CH:31][CH:30]=[C:29]([C:33](F)(F)F)[CH:28]=4)[CH:22]=[CH:21][C:20]=3[CH3:38])=[O:17])[C:10]=2[CH:9]=[CH:8][N:7]=1)(C)(C)C.[NH2:39]C1C=C(C)C=C(C)N=1>>[NH2:5][C:6]1[C:15]2[CH:14]=[CH:13][CH:12]=[C:11]([C:16]([NH:18][C:19]3[CH:24]=[C:23]([C:25](=[O:37])[NH:26][C:27]4[CH:28]=[C:29]([CH3:33])[CH:30]=[C:31]([CH3:32])[N:39]=4)[CH:22]=[CH:21][C:20]=3[CH3:38])=[O:17])[C:10]=2[CH:9]=[CH:8][N:7]=1. Procedure: The procedures of Steps (1), (2) and (3) of Example 2 and Step (4) of Example 1 were repeated step by step, except for using 2-amino-4,6-dimethylpyridine instead of aniline in Step (1) of Example 2 to obtain the title compound (2.8 mg, 8%). Starting materials: NC1=CC(=NC(=C1F)C1=C(C(=C(C=C1)Cl)OC)F)C(=O)OC(C)C (isopropyl 4-(amino)-6-(4-chloro-2-fluoro-3-methoxyphenyl)-5-fluoro-picolinate), C(C)(=O)NC1=CC(=NC(=C1F)Br)C(=O)OC (methyl 4-acetamido-6-bromo-5-fluoropicolinate). Product: C(C)(=O)NC1=CC(=NC(=C1F)C1=C(C(=C(C=C1)Cl)OC)F)C(=O)OC (Methyl 4-(acetylamino)-6-(4-chloro-2-fluoro-3-methoxyphenyl)-5-fluoro-picolinate). Reaction SMILES: NC1C(F)=C([C:9]2[CH:14]=[CH:13][C:12]([Cl:15])=[C:11]([O:16][CH3:17])[C:10]=2[F:18])N=C(C(OC(C)C)=O)C=1.[C:25]([NH:28][C:29]1[C:34]([F:35])=[C:33](Br)[N:32]=[C:31]([C:37]([O:39][CH3:40])=[O:38])[CH:30]=1)(=[O:27])[CH3:26]>>[C:25]([NH:28][C:29]1[C:34]([F:35])=[C:33]([C:9]2[CH:14]=[CH:13][C:12]([Cl:15])=[C:11]([O:16][CH3:17])[C:10]=2[F:18])[N:32]=[C:31]([C:37]([O:39][CH3:40])=[O:38])[CH:30]=1)(=[O:27])[CH3:26]. Procedure: Methyl 4-(acetylamino)-6-(4-chloro-2-fluoro-3-methoxyphenyl)-5-fluoro-picolinate was prepared in analogous fashion to isopropyl 4-(amino)-6-(4-chloro-2-fluoro-3-methoxyphenyl)-5-fluoro-picolinate in Example 10 except that methyl 4-acetamido-6-bromo-5-fluoropicolinate was used in place of isopropyl 4-amino-6-bromo-5-fluoropicolinate: mp=189-191° C.; 1H NMR (400 MHz, DMSO-d6) δ 10.5 (s, 1H), 9.04 (d, JF-H=5.6 Hz, 1H), 7.53 (dd, J=8.4, 1.6 Hz, 1H), 7.37 (dd, J=8.4, 7.0 Hz, 1H), 3.95 (s, 3H), 3.89 (... The reactants are FC1=C(COC2=CC(N(C(=C2)C)C=2C=C(C(=O)OC)C=CC2C)=O)C=CC(=C1)F (Methyl 3-[4-[(2,4-difluorobenzyl)oxy]-6-methyl-2-oxopyridin-1(2H)-yl]-4-methylbenzoate), [OH-].[Na+] (NaOH), Cl (HCl). Run in C1CCOC1 (THF), O (H2O). Run at time 30 minute. Product: FC1=C(COC2=CC(N(C(=C2)C)C=2C=C(C(=O)O)C=CC2C)=O)C=CC(=C1)F (3-[4-[(2,4-difluorobenzyl)oxy]-6-methyl-2-oxopyridin-1(2H)-yl]-4-methylbenzoic acid). Yield: 66.7%. RXN SMILES: [F:1][C:2]1[CH:28]=[C:27]([F:29])[CH:26]=[CH:25][C:3]=1[CH2:4][O:5][C:6]1[CH:11]=[C:10]([CH3:12])[N:9]([C:13]2[CH:14]=[C:15]([CH:20]=[CH:21][C:22]=2[CH3:23])[C:16]([O:18]C)=[O:17])[C:8](=[O:24])[CH:7]=1.[OH-].[Na+].Cl>C1COCC1.O>[F:1][C:2]1[CH:28]=[C:27]([F:29])[CH:26]=[CH:25][C:3]=1[CH2:4][O:5][C:6]1[CH:11]=[C:10]([CH3:12])[N:9]([C:13]2[CH:14]=[C:15]([CH:20]=[CH:21][C:22]=2[CH3:23])[C:16]([OH:18])=[O:17])[C:8](=[O:24])[CH:7]=1 |f:1.2|. Reported procedure: Methyl 3-[4-[(2,4-difluorobenzyl)oxy]-6-methyl-2-oxopyridin-1(2H)-yl]-4-methylbenzoate (14 g, 35.0 mmol) (from step 2) was taken up in THF (25 ml) and H2O. 2.5 N NaOH (aq.) was added and the reaction stirred for 30 minutes at room temperature. The reaction was made acidic via the addition of concentrated HCl. The product was extracted with ethyl acetate. The ethyl acetate extraction was dried over Na2SO4, filtered, and the solvent removed in vacuo. Upon vacuum removal of the solvent, the product... Yield: 70.0%. Solvent: C1=CC=CC=C1 (benzene). The reactants are CC1=CC=CC(=N1)CO (6-methyl-2-pyridylmethanol), [OH-].[Na+] (sodium hydroxide), ClC1=NC(=NC(=N1)NC1=CC(=C(C=C1)OC)Cl)NC1CCCCCC1 (6-Chloro-N-(3-chloro-4-methoxy-phenyl)-N′-cycloheptyl-[1,3,5]triazine-2,4-diamine). Procedure details: A mixture of 6-methyl-2-pyridylmethanol (145 mg, 1.17 mmol) and sodium hydroxide (63 mg, 1.57 mmol) in benzene (15 mL) was heated to reflux for 3 hours with stirring under nitrogen atmosphere and then cooled to 25° C. followed by the addition of compound 133 (0.30 g, 0.785 mmol) at same temperature. The mixture was heated to reflux for 12 hours, concentrated under vacuum and diluted with water (20 mL). The mixture was then extracted with EtOAc (2×20 mL). The combined organic layers were washed w... Reaction conditions: temperature 25 celsius. RXN SMILES: [CH3:1][C:2]1N=[C:6]([CH2:8][OH:9])[CH:5]=[CH:4][CH:3]=1.[OH-:10].[Na+].Cl[C:13]1[N:18]=[C:17]([NH:19][C:20]2[CH:25]=[CH:24][C:23]([O:26][CH3:27])=[C:22]([Cl:28])[CH:21]=2)[N:16]=[C:15]([NH:29][CH:30]2[CH2:36][CH2:35][CH2:34][CH2:33][CH2:32][CH2:31]2)[N:14]=1>C1C=CC=CC=1>[Cl:28][C:22]1[CH:21]=[C:20]([NH:19][C:17]2[N:16]=[C:15]([NH:29][CH:30]3[CH2:36][CH2:35][CH2:34][CH2:33][CH2:32][CH2:31]3)[N:14]=[C:13]([O:9][CH2:8][CH:6]3[CH:5]=[CH:4][CH:3]=[C:2]([CH3:1])[O:10]3)[N:18]=2)[CH:25]=[CH:24][C:23]=1[O:26][CH3:27] |f:1.2|. Product: ClC=1C=C(C=CC1OC)NC1=NC(=NC(=N1)NC1CCCCCC1)OCC1OC(=CC=C1)C (N2-(3-chloro-4-methoxyphenyl)-N4-cycloheptyl-6-(6-methyl-2-pyrylmethoxy]-1,3,5-triazine-4,2-diamine), solid. The reactants are CCCCO, O=C(Nc1c[nH]c2ncc(C(F)(F)F)c(Cl)c12)c1cnccn1, CC(C)(C)OC(=O)NC1CCCNC1. Product: CC(C)(C)OC(=O)NC1CCCN(c2c(C(F)(F)F)cnc3[nH]cc(NC(=O)c4cnccn4)c23)C1. As a reaction SMILES: [CH2:38]([OH:39])[CH2:40][CH2:41][CH3:42].[Cl:1][c:2]1[c:3]2[c:4]([n:5][cH:6][c:7]1[C:8]([F:9])([F:10])[F:11])[nH:12][cH:13][c:14]2[NH:15][C:16](=[O:17])[c:18]1[n:19][cH:20][cH:21][n:22][cH:23]1.[NH:24]1[CH2:25][CH:26]([NH:30][C:31]([O:32][C:33]([CH3:34])([CH3:35])[CH3:36])=[O:37])[CH2:27][CH2:28][CH2:29]1>>[c:2]1([N:24]2[CH2:25][CH:26]([NH:30][C:31]([O:32][C:33]([CH3:34])([CH3:35])[CH3:36])=[O:37])[CH2:27][CH2:28][CH2:29]2)[c:3]2[c:4]([n:5][cH:6][c:7]1[C:8]([F:9])([F:10])[F:11])[nH:12][cH:13][c:14]2[NH:15][C:16](=[O:17])[c:18]1[n:19][cH:20][cH:21][n:22][cH:23]1.